Dataset: the Open Reaction Database (ORD), a public repository of structured organic reaction records. Task: describe an organic reaction: reactants, conditions, products, and yield Reactants: CC(C)(C)[Si](C)(C)Cl, CC(O)CC(C)O, CN(C)C=O, c1c[nH]cn1. Product: CC(O)CC(C)O[Si](C)(C)C(C)(C)C. RXN SMILES: [C:8]([CH3:9])([CH3:10])([CH3:11])[Si:12]([CH3:13])([CH3:14])[Cl:15].[CH3:1][CH:2]([CH2:3][CH:4]([CH3:5])[OH:6])[OH:7].[CH3:21][N:22]([CH3:23])[CH:24]=[O:25].[nH:16]1[cH:17][cH:18][n:19][cH:20]1>>[CH3:1][CH:2]([CH2:3][CH:4]([CH3:5])[O:6][Si:12]([C:8]([CH3:9])([CH3:10])[CH3:11])([CH3:13])[CH3:14])[OH:7]. The reactants are ClC1=C(C(=O)O)C=C(C=N1)Cl (2,5-dichloronicotinic acid), COC1=CC=C(CN)C=C1 (4-methoxybenzylamine). Run in O (water). Conditions: temperature 150 celsius. Yields the product ClC=1C=NC(=C(C(=O)O)C1)NCC1=CC=C(C=C1)OC (5-chloro-2-(4-methoxybenzylamino)nicotinic acid). As a reaction SMILES: Cl[C:2]1[N:10]=[CH:9][C:8]([Cl:11])=[CH:7][C:3]=1[C:4]([OH:6])=[O:5].[CH3:12][O:13][C:14]1[CH:21]=[CH:20][C:17]([CH2:18][NH2:19])=[CH:16][CH:15]=1>O>[Cl:11][C:8]1[CH:9]=[N:10][C:2]([NH:19][CH2:18][C:17]2[CH:20]=[CH:21][C:14]([O:13][CH3:12])=[CH:15][CH:16]=2)=[C:3]([CH:7]=1)[C:4]([OH:6])=[O:5]. Reported procedure: A mixture of 2,5-dichloronicotinic acid (30.0 g) and 4-methoxybenzylamine (41.0 ml) was heated at 150° C. under nitrogen for 2 hours. The mixture was cooled to ambient temperature, dissolved in boiling water, acidified to pH 6 and filtered. The collected solid was dried, boiled up with IMS, then filtered to give 5-chloro-2-(4-methoxybenzylamino)nicotinic acid, m.p. 204°-206° C. Reactants: CC(C(=O)O)=C (Methylacrylic acid), ClC[Si](C)(C)C (chloromethyl trimethylsilane), C([O-])([O-])=O.[K+].[K+] (Potassium carbonate). The solvent is C[N-]C (dimethylamide). Reaction conditions: temperature 90 celsius, time 5 hour. Product: CC(C(=O)OC[Si](C)(C)C)=C (trimethylsilanylmethyl methylacrylate). Reaction SMILES: [CH3:1][C:2](=[CH2:6])[C:3]([OH:5])=[O:4].Cl[CH2:8][Si:9]([CH3:12])([CH3:11])[CH3:10].C(=O)([O-])[O-].[K+].[K+]>C[N-]C>[CH3:6][C:2](=[CH2:1])[C:3]([O:5][CH2:8][Si:9]([CH3:12])([CH3:11])[CH3:10])=[O:4] |f:2.3.4|. Procedure: 300 mmol of Methylacrylic acid (MAA) and 200 mmol of chloromethyl trimethylsilane were dissolved in 400 ml of dimethylamide. Potassium carbonate was added to the solution and heated to 90° C. and stirred for 5 hours. Next, the reaction solution was filtered. The filtrate was added to a sodium hydrogen carbonate solution, extracted with ether and pure water respectively, dried, filtered, and concentrated to obtain trimethylsilanylmethyl methylacrylate (TMSA) having the formula (i) below Reaction SMILES: [Cl:1][c:2]1[cH:3][cH:4][c:5]([CH:8]([CH2:9][CH2:10][OH:11])[NH:12][C:13](=[O:14])[C:15]2([NH:30][C:31](=[O:32])[O:33][C:34]([CH3:35])([CH3:36])[CH3:37])[CH2:16][CH2:17][N:18]([c:21]3[c:22]4[c:23]([n:24][cH:25][n:26]3)[nH:27][cH:28][cH:29]4)[CH2:19][CH2:20]2)[cH:6][cH:7]1.[ClH:38].[O:39]1[CH2:40][CH2:41][O:42][CH2:43][CH2:44]1>>[Cl:1][c:2]1[cH:3][cH:4][c:5]([CH:8]([CH2:9][CH2:10][OH:11])[NH:12][C:13](=[O:14])[C:15]2([NH2:30])[CH2:16][CH2:17][N:18]([c:21]3[c:22]4[c:23]([n:24][cH:25][n:26]3)[nH:27][cH:28][cH:29]4)[CH2:19][CH2:20]2)[cH:6][cH:7]1. Starting materials: CC(C)(C)OC(=O)NC1(C(=O)NC(CCO)c2ccc(Cl)cc2)CCN(c2ncnc3[nH]ccc23)CC1, Cl, C1COCCO1. Yields the product NC1(C(=O)NC(CCO)c2ccc(Cl)cc2)CCN(c2ncnc3[nH]ccc23)CC1. Reactants: CCCN1C2CCC1CC(Nc1ccc3c(cnn3C3CCCCO3)c1)C2, CS(=O)(=O)Cl, [Na+], O=C([O-])O, c1ccncc1. The product is CCCN1C2CCC1CC(N(c1ccc3c(cnn3C3CCCCO3)c1)S(C)(=O)=O)C2. As a reaction SMILES: [CH2:6]([CH2:7][CH3:8])[N:9]1[CH:10]2[CH2:11][CH:12]([NH:17][c:18]3[cH:19][c:20]4[cH:21][n:22][n:23]([CH:27]5[O:28][CH2:29][CH2:30][CH2:31][CH2:32]5)[c:24]4[cH:25][cH:26]3)[CH2:13][CH:14]1[CH2:15][CH2:16]2.[CH3:1][S:2]([Cl:3])(=[O:4])=[O:5].[Na+:33].[OH:34][C:35](=[O:36])[O-:37].[cH:38]1[cH:39][cH:40][n:41][cH:42][cH:43]1>>[CH3:1][S:2](=[O:4])(=[O:5])[N:17]([CH:12]1[CH2:11][CH:10]2[N:9]([CH2:6][CH2:7][CH3:8])[CH:14]([CH2:13]1)[CH2:15][CH2:16]2)[c:18]1[cH:19][c:20]2[cH:21][n:22][n:23]([CH:27]3[O:28][CH2:29][CH2:30][CH2:31][CH2:32]3)[c:24]2[cH:25][cH:26]1. Reported procedure: Raltegravir (100 gm), ethanol (600 ml), acetonitrile (400 ml) and barium hydroxide (42 gm) were added at 25 to 30° C. The contents were heated to 60 to 65° C. to obtain a solution. The solution was cooled to 25 to 30° C. and stirred for 18 hours at 25 to 30° C. The solid obtained was collected by filtration and dried to obtain 108 gm of raltegravir barium. Isolated yield 82.5%. The product is CC1=NN=C(O1)C(=O)NC(C)(C)C2=NC(=C(C(=O)N2C)O)C(=O)NCC=3C=CC(=CC3)F.[Ba] (raltegravir barium). Reaction conditions: temperature 62.5 celsius, time 18 hour. Solvent: C(C)#N (acetonitrile). As a reaction SMILES: [CH3:1][C:2]1[O:6][C:5]([C:7]([NH:9][C:10]([C:13]2[N:19]([CH3:20])[C:17](=[O:18])[C:16]([OH:21])=[C:15]([C:22]([NH:24][CH2:25][C:26]3[CH:27]=[CH:28][C:29]([F:32])=[CH:30][CH:31]=3)=[O:23])[N:14]=2)([CH3:12])[CH3:11])=[O:8])=[N:4][N:3]=1.C(O)C.[OH-].[Ba+2:37].[OH-]>C(#N)C>[CH3:1][C:2]1[O:6][C:5]([C:7]([NH:9][C:10]([C:13]2[N:19]([CH3:20])[C:17](=[O:18])[C:16]([OH:21])=[C:15]([C:22]([NH:24][CH2:25][C:26]3[CH:27]=[CH:28][C:29]([F:32])=[CH:30][CH:31]=3)=[O:23])[N:14]=2)([CH3:12])[CH3:11])=[O:8])=[N:4][N:3]=1.[Ba:37] |f:2.3.4,6.7|. Starting materials: CC1=NN=C(O1)C(=O)NC(C)(C)C2=NC(=C(C(=O)N2C)O)C(=O)NCC=3C=CC(=CC3)F (Raltegravir), C(C)O (ethanol), [OH-].[Ba+2].[OH-] (barium hydroxide). The reactants are CC(C)(C)[Si](C)(C)OCC1CN2CCOCC2CN1, Cc1ccccc1, CCOC(C)=O, Cc1ccc(F)cc1-c1cc(Cl)ncc1N(C)C(=O)C(C)(C)c1cc(C(F)(F)F)cc(C(F)(F)F)c1, [Na+], [OH-]. The product is Cc1ccc(F)cc1-c1cc(N2CC3COCCN3CC2CO[Si](C)(C)C(C)(C)C)ncc1N(C)C(=O)C(C)(C)c1cc(C(F)(F)F)cc(C(F)(F)F)c1. RXN SMILES: [CH3:37][C:38]([CH3:39])([CH3:40])[Si:41]([O:42][CH2:43][CH:44]1[NH:45][CH2:46][CH:47]2[CH2:48][O:49][CH2:50][CH2:51][N:52]2[CH2:53]1)([CH3:54])[CH3:55].[CH3:58][c:59]1[cH:60][cH:61][cH:62][cH:63][cH:64]1.[CH3:65][CH2:66][O:67][C:68]([CH3:69])=[O:70].[F:1][C:2]([c:3]1[cH:4][c:5]([C:13]([C:14](=[O:15])[N:16]([CH3:17])[c:18]2[cH:19][n:20][c:21]([Cl:32])[cH:22][c:23]2-[c:24]2[c:25]([CH3:31])[cH:26][cH:27][c:28]([F:30])[cH:29]2)([CH3:33])[CH3:34])[cH:6][c:7]([C:9]([F:10])([F:11])[F:12])[cH:8]1)([F:35])[F:36].[Na+:57].[OH-:56]>>[F:1][C:2]([c:3]1[cH:4][c:5]([C:13]([C:14](=[O:15])[N:16]([CH3:17])[c:18]2[cH:19][n:20][c:21]([N:45]3[CH:44]([CH2:43][O:42][Si:41]([C:38]([CH3:37])([CH3:39])[CH3:40])([CH3:54])[CH3:55])[CH2:53][N:52]4[CH:47]([CH2:46]3)[CH2:48][O:49][CH2:50][CH2:51]4)[cH:22][c:23]2-[c:24]2[c:25]([CH3:31])[cH:26][cH:27][c:28]([F:30])[cH:29]2)([CH3:33])[CH3:34])[cH:6][c:7]([C:9]([F:10])([F:11])[F:12])[cH:8]1)([F:35])[F:36]. Reactants: CC(C)(C)OC(=O)NCc1cc([N+](=O)[O-])ccc1Cl, CO. Yields the product CC(C)(C)OC(=O)NCc1cc(N)ccc1Cl. RXN SMILES: [C:1]([CH3:2])([CH3:3])([CH3:4])[O:5][C:6](=[O:7])[NH:8][CH2:9][c:10]1[cH:11][c:12]([N+:17]([O-:18])=[O:19])[cH:13][cH:14][c:15]1[Cl:16].[CH3:20][OH:21]>>[C:1]([CH3:2])([CH3:3])([CH3:4])[O:5][C:6](=[O:7])[NH:8][CH2:9][c:10]1[cH:11][c:12]([NH2:17])[cH:13][cH:14][c:15]1[Cl:16].